This data is from the Open Reaction Database (ORD), a public repository of structured organic reaction records. The task is: describe an organic reaction: reactants, conditions, products, and yield The reactants are Cc1onc(NC(=O)OCC(Cl)(Cl)Cl)c1Br, COC(=O)C(O)CC(C)C, CC(C)OC(=O)N=NC(=O)OC(C)C, CN(C)C=O, O, c1ccc(P(c2ccccc2)c2ccccc2)cc1. Product: COC(=O)C(CC(C)C)N(C(=O)OCC(Cl)(Cl)Cl)c1noc(C)c1Br. RXN SMILES: [Br:1][c:2]1[c:3]([NH:8][C:9]([O:10][CH2:11][C:12]([Cl:13])([Cl:14])[Cl:15])=[O:16])[n:4][o:5][c:6]1[CH3:7].[C:17]([CH:18]([OH:19])[CH2:20][CH:21]([CH3:22])[CH3:23])(=[O:24])[O:25][CH3:26].[O:46]=[C:47]([O:48][CH:49]([CH3:50])[CH3:51])[N:52]=[N:53][C:54]([O:55][CH:56]([CH3:57])[CH3:58])=[O:59].[O:61]=[CH:62][N:63]([CH3:64])[CH3:65].[OH2:60].[c:27]1([P:28]([c:29]2[cH:30][cH:31][cH:32][cH:33][cH:34]2)[c:35]2[cH:36][cH:37][cH:38][cH:39][cH:40]2)[cH:41][cH:42][cH:43][cH:44][cH:45]1>>[Br:1][c:2]1[c:3]([N:8]([C:9]([O:10][CH2:11][C:12]([Cl:13])([Cl:14])[Cl:15])=[O:16])[CH:18]([C:17](=[O:24])[O:25][CH3:26])[CH2:20][CH:21]([CH3:22])[CH3:23])[n:4][o:5][c:6]1[CH3:7]. Reactants: CC1=C(C=C(C=C1)C)N1CCN(CC1)C(=O)C1CNC(N1C1=CC=CC=C1)=O ((RS)-5-[4-(2,5-dimethyl-phenyl)-piperazine-1-carbonyl]-1-phenyl-imidazolidin-2-one), [H-].[Na+] (sodium hydride), FC=1C=C(C=CC1)S(=O)(=O)Cl (3-fluorobenzenesulfonyl chloride). The product is CC1=C(C=C(C=C1)C)N1CCN(CC1)C(=O)C1N(C(N(C1)S(=O)(=O)C1=CC(=CC=C1)F)=O)C1=CC=CC=C1 ((RS)-4-[4-(2,5-Dimethyl-phenyl)-piperazine-1-carbonyl]-1-(3-fluoro-benzenesulfonyl)-3-phenyl-imidazolidin-2-one). RXN SMILES: [CH3:1][C:2]1[CH:7]=[CH:6][C:5]([CH3:8])=[CH:4][C:3]=1[N:9]1[CH2:14][CH2:13][N:12]([C:15]([CH:17]2[N:21]([C:22]3[CH:27]=[CH:26][CH:25]=[CH:24][CH:23]=3)[C:20](=[O:28])[NH:19][CH2:18]2)=[O:16])[CH2:11][CH2:10]1.[H-].[Na+].[F:31][C:32]1[CH:33]=[C:34]([S:38](Cl)(=[O:40])=[O:39])[CH:35]=[CH:36][CH:37]=1>>[CH3:1][C:2]1[CH:7]=[CH:6][C:5]([CH3:8])=[CH:4][C:3]=1[N:9]1[CH2:14][CH2:13][N:12]([C:15]([CH:17]2[CH2:18][N:19]([S:38]([C:34]3[CH:35]=[CH:36][CH:37]=[C:32]([F:31])[CH:33]=3)(=[O:40])=[O:39])[C:20](=[O:28])[N:21]2[C:22]2[CH:23]=[CH:24][CH:25]=[CH:26][CH:27]=2)=[O:16])[CH2:11][CH2:10]1 |f:1.2|. Procedure: In analogy to example 33, (RS)-5-[4-(2,5-dimethyl-phenyl)-piperazine-1-carbonyl]-1-phenyl-imidazolidin-2-one (example 33, step 1) was reacted with sodium hydride and 3-fluorobenzenesulfonyl chloride to give the title compound as a colorless solid. MS: 537.0 ([M+H]+)